From a dataset of the Open Reaction Database (ORD), a public repository of structured organic reaction records. describe an organic reaction: reactants, conditions, products, and yield Reactants: N1C=CC=2C=NC=CC21 (1H-pyrrolo[3,2-c]pyridine), ClC1=C(C(=O)O)C(=CC(=C1)C(N)=O)Cl (2,6-dichloro-4-carbamoyl benzoic acid). The product is ClC=1C=C(C(=O)N)C=C(C1C(=O)N1C=CC=2C=NC=CC21)Cl (3,5-Dichloro-4-(1H-pyrrolo[3,2-c]pyridin-1-ylcarbonyl)benzamide). As a reaction SMILES: [NH:1]1[C:9]2[CH:8]=[CH:7][N:6]=[CH:5][C:4]=2[CH:3]=[CH:2]1.[Cl:10][C:11]1[CH:19]=[C:18]([C:20](=[O:22])[NH2:21])[CH:17]=[C:16]([Cl:23])[C:12]=1[C:13](O)=[O:14]>>[Cl:10][C:11]1[CH:19]=[C:18]([CH:17]=[C:16]([Cl:23])[C:12]=1[C:13]([N:1]1[C:9]2[CH:8]=[CH:7][N:6]=[CH:5][C:4]=2[CH:3]=[CH:2]1)=[O:14])[C:20]([NH2:21])=[O:22]. Reported procedure: 3,5-Dichloro-4-(1H-pyrrolo[3,2-c]pyridin-1-ylcarbonyl)benzamide was prepared using 1H-pyrrolo[3,2-c]pyridine and 2,6-dichloro-4-carbamoyl benzoic acid. Reactants: N (ammonia), [N+](=O)([O-])C1=CC=C(C=C1)O (4-nitrophenol), FC=1C=C(CBr)C=CC1 (3-fluorobenzylbromide), ClC=1C2=C(N=CN1)C=NC(=C2)N(C)C (4-chloro-6-(N,N-dimethylamino)pyrido[3,4-d]pyrimidine). The solvent is C(C)O (ethanol), ClCCl (dichloromethane). The product is FC=1C=C(COC2=CC=C(N)C=C2)C=CC1 (4-(3-Fluorobenzyloxy)aniline). RXN SMILES: [N+:1]([C:4]1[CH:9]=[CH:8][C:7]([OH:10])=[CH:6][CH:5]=1)([O-])=O.[F:11][C:12]1[CH:13]=[C:14]([CH:17]=[CH:18][CH:19]=1)[CH2:15]Br.ClC1C2C=C(N(C)C)N=CC=2N=CN=1.N>C(O)C.ClCCl>[F:11][C:12]1[CH:13]=[C:14]([CH:17]=[CH:18][CH:19]=1)[CH2:15][O:10][C:7]1[CH:8]=[CH:9][C:4]([NH2:1])=[CH:5][CH:6]=1. Reported procedure: 4-(3-Fluorobenzyloxy)aniline was prepared from 4-nitrophenol (Aldrich) and 3-fluorobenzylbromide (Aldrich) according to Procedure D. This was reacted with 4-chloro-6-(N,N-dimethylamino)pyrido[3,4-d]pyrimidine according to Procedure A to give the product; tic (dichloromethane:ethanol:aq.ammonia, 100:8:1) Rf 0.48; m/z (M+1 )+390. The reactants are Alkali Metal Salts, Amino Acid, C(OC1=CC=C(C=C1)NC(C)=O)(OC1=CC=C(C=C1)[N+](=O)[O-])=O (4-Acetamidophenyl 4-nitrophenyl carbonate), C([O-])([O-])=S (thiocarbonate), C(O)([O-])=O.[Na+] (sodium hydrogencarbonate), [Na].SCCS(=O)(=O)[O-] (sodium 2-mercaptoethane sulfonate), C(OC1=CC=C(C=C1)NC(C)=O)(OC1=CC=C(C=C1)[N+](=O)[O-])=O (4-Acetamidophenyl 4-nitrophenyl carbonate). Solvent: ClCCl (dichloromethane), O (water), O (water), C(C)#N (acetonitrile). Reaction conditions: time 45 minute. Product: C(C)(=O)NC1=CC=C(OC(=O)SCCS(=O)(=O)O)C=C1.[Na] (Sodium 2-((4-acetamidophenoxy)carbonylthio)ethanesulfonic acid). The yield is 82.0%. Reaction SMILES: [C:1](=[O:23])(OC1C=CC([N+]([O-])=O)=CC=1)[O:2][C:3]1[CH:8]=[CH:7][C:6]([NH:9][C:10](=[O:12])[CH3:11])=[CH:5][CH:4]=1.C(=S)([O-])[O-].[Na:28].[SH:29][CH2:30][CH2:31][S:32]([O-:35])(=[O:34])=[O:33].C(=O)([O-])O.[Na+]>O.C(#N)C.ClCCl>[C:10]([NH:9][C:6]1[CH:5]=[CH:4][C:3]([O:2][C:1]([S:29][CH2:30][CH2:31][S:32]([OH:35])(=[O:34])=[O:33])=[O:23])=[CH:8][CH:7]=1)(=[O:12])[CH3:11].[Na:28] |f:2.3,4.5,9.10,^1:27,67|. Procedure: Sodium 2-((4-acetamidophenoxy)carbonylthio)ethanesulfonic acid (14) was prepared by adapting the General Method for the Reaction of Alkali Metal Salts of Amino Acid Derivatives with 4-Acetamidophenyl 4-Nitrophenyl carbonate (3) to install the thiocarbonate functionality. Under a nitrogen atmosphere and at room temperature, a solution of 4.94 g (30.1 mmol) of commercially available sodium-2-mercaptoethane sulfonate (10) (1H NMR (300 MHz, D2O): δ 2.98 (t, J=7.2 Hz, 2H), 2.67 (t, J=7.2 Hz, 2H) ppm)...